From a dataset of the Open Reaction Database (ORD), a public repository of structured organic reaction records. describe an organic reaction: reactants, conditions, products, and yield Solvent: CN(C=O)C (dimethylformamide). Reaction SMILES: [H-].[Na+].[S:3]1([C:14]2[C:9](=[CH:10][CH:11]=[CH:12][CH:13]=2)[C:7](=[O:8])[NH:6]1)(=[O:5])=[O:4].[Br:15][CH2:16][CH2:17][CH2:18][CH2:19]Br>CN(C)C=O>[Br:15][CH2:16][CH2:17][CH2:18][CH2:19][N:6]1[C:7](=[O:8])[C:9]2[CH:10]=[CH:11][CH:12]=[CH:13][C:14]=2[S:3]1(=[O:4])=[O:5] |f:0.1|. Yields the product BrCCCCN1S(C2=C(C1=O)C=CC=C2)(=O)=O (2-(4-Bromobutyl)-1,2-benzisothiazol-3(2H)-one-1,1-dioxide). Procedure details: A 60% sodium hydride in mineral oil (1.1 g) was added to dry dimethylformamide (50 ml) at room temperature while stirring. Saccharin (5 g) was gradually added to the suspension at room temperature, followed by stirring for 30 minutes. To the resultant mixture, 1,4-dibromobutane (29.5 g) was dropwise added, and the mixture was kept at an inner temperature of 90° to 100° C. for 5 hours. After completion of the reaction, insoluble materials were removed by filtration, and the filtrate was concentra... Conditions: time 5 hour. The reactants are [H-].[Na+] (sodium hydride), oil, S1(=O)(=O)NC(=O)C2=CC=CC=C12 (Saccharin), resultant mixture, BrCCCCBr (1,4-dibromobutane). The yield is 91.9%. The solvent is CN(C=O)C (N,N-dimethylformamide), C(C)(=O)OCC (ethyl acetate). Reaction conditions: time 12 hour. The product is C1(CC1)CN(CC1OCC1)C=1C(=NN2C1C=CC=C2C2=C(C=C(C=C2C)C)OC)SC (N-Cyclopropylmethyl-N-[7-(2-methoxy-4,6-dimethylphenyl)-2-(methylsulfanyl)pyrazolo[1,5-a]pyridin-3-yl]-N-(2-oxetanylmethyl)amine). Reported procedure: After dissolving N-[7-(2-methoxy-4,6-dimethylphenyl)-2-(methylsulfanyl)pyrazolo[1,5-a]pyridin-3-yl]-N-(2-oxetanylmethyl)amine (8 mg) in N,N-dimethylformamide (2 mL), sodium hydride (60%, 1.6 mg) was added while cooling on ice, and then cyclopropylmethyl bromide (3.8 μL) was added and the mixture was stirred at room temperature for 12 hours. Water was added to the reaction mixture, extraction was performed with ethyl acetate and the extract was washed with brine. After drying over anhydrous magne... The reactants are COC1=C(C(=CC(=C1)C)C)C1=CC=CC=2N1N=C(C2NCC2OCC2)SC (N-[7-(2-methoxy-4,6-dimethylphenyl)-2-(methylsulfanyl)pyrazolo[1,5-a]pyridin-3-yl]-N-(2-oxetanylmethyl)amine), [H-].[Na+] (sodium hydride), O (Water), C1(CC1)CBr (cyclopropylmethyl bromide). As a reaction SMILES: [CH3:1][O:2][C:3]1[CH:8]=[C:7]([CH3:9])[CH:6]=[C:5]([CH3:10])[C:4]=1[C:11]1[N:16]2[N:17]=[C:18]([S:26][CH3:27])[C:19]([NH:20][CH2:21][CH:22]3[CH2:25][CH2:24][O:23]3)=[C:15]2[CH:14]=[CH:13][CH:12]=1.[H-].[Na+].[CH:30]1([CH2:33]Br)[CH2:32][CH2:31]1.O>CN(C)C=O.C(OCC)(=O)C>[CH:30]1([CH2:33][N:20]([C:19]2[C:18]([S:26][CH3:27])=[N:17][N:16]3[C:11]([C:4]4[C:5]([CH3:10])=[CH:6][C:7]([CH3:9])=[CH:8][C:3]=4[O:2][CH3:1])=[CH:12][CH:13]=[CH:14][C:15]=23)[CH2:21][CH:22]2[CH2:25][CH2:24][O:23]2)[CH2:32][CH2:31]1 |f:1.2|. Yields the product C(C)(=O)NC=1C(=CC(=C(C(=O)OC)C1)[N+](=O)[O-])C (methyl 5-acetylamino-4-methyl-2-nitrobenzoate). Procedure: a mixture of fuming nitric acid (8.4 g) and conc. sulfuric acid (260 g) was cooled to 0-10° C. and the known methyl 3-acetylamino-4-methylbenzoate (26.3 g, 127 mmol) was added portionwise with stirring. After stirring for several hours, the mixture was poured onto ice which subsequently melted. The product was collected by suction filtration, washed with water and dried. The solid was recrystallized from isopropanol to give 27 g of yellow powder. The reactants are [N+](=O)(O)[O-] (nitric acid), S(O)(O)(=O)=O (sulfuric acid), C(C)(=O)NC=1C=C(C(=O)OC)C=CC1C (methyl 3-acetylamino-4-methylbenzoate). RXN SMILES: [N+:1]([O-:4])(O)=[O:2].S(=O)(=O)(O)O.[C:10]([NH:13][C:14]1[CH:15]=[C:16]([CH:21]=[CH:22][C:23]=1[CH3:24])[C:17]([O:19][CH3:20])=[O:18])(=[O:12])[CH3:11]>>[C:10]([NH:13][C:14]1[C:23]([CH3:24])=[CH:22][C:21]([N+:1]([O-:4])=[O:2])=[C:16]([CH:15]=1)[C:17]([O:19][CH3:20])=[O:18])(=[O:12])[CH3:11]. Conditions: temperature 5 celsius. Isolated yield 84.3%. The reactants are CCO, Cl, COc1cc(C(=O)O)ccc1Oc1c(F)c(Oc2cccc(N)c2)nc(Oc2cc(C#N)ccc2OCc2ccccc2)c1F, N#CN. The product is COc1cc(C(=O)O)ccc1Oc1c(F)c(Oc2cccc(NC(=N)N)c2)nc(Oc2cc(C#N)ccc2OCc2ccccc2)c1F. Reaction SMILES: [CH3:50][CH2:51][OH:52].[ClH:49].[NH2:1][c:2]1[cH:3][c:4]([O:5][c:6]2[n:7][c:8]([O:26][c:27]3[c:28]([O:35][CH2:36][c:37]4[cH:38][cH:39][cH:40][cH:41][cH:42]4)[cH:29][cH:30][c:31]([C:33]#[N:34])[cH:32]3)[c:9]([F:25])[c:10]([O:13][c:14]3[c:15]([O:23][CH3:24])[cH:16][c:17]([C:18](=[O:19])[OH:20])[cH:21][cH:22]3)[c:11]2[F:12])[cH:43][cH:44][cH:45]1.[NH2:46][C:47]#[N:48]>>[NH:1]([c:2]1[cH:3][c:4]([O:5][c:6]2[n:7][c:8]([O:26][c:27]3[c:28]([O:35][CH2:36][c:37]4[cH:38][cH:39][cH:40][cH:41][cH:42]4)[cH:29][cH:30][c:31]([C:33]#[N:34])[cH:32]3)[c:9]([F:25])[c:10]([O:13][c:14]3[c:15]([O:23][CH3:24])[cH:16][c:17]([C:18](=[O:19])[OH:20])[cH:21][cH:22]3)[c:11]2[F:12])[cH:43][cH:44][cH:45]1)[C:47](=[NH:46])[NH2:48]. The reactants are tetrakistriphenylphosphine palladium, C(C)OC(=O)C1=C(N=C(S1)Br)C(C)C (2-bromo-4-isopropyl-thiazole-5-carboxylic acid ethyl ester), CC=1C=C(C=CC1B1OC(C(O1)(C)C)(C)C)O (3-methyl-4-(4,4,5,5-tetramethyl-[1,3,2]dioxaborolan-2-yl)-phenol), C(=O)([O-])[O-].[K+].[K+] (K2CO3). Run in O1CCOCC1.O (1,4-dioxane H2O). Reaction conditions: temperature 100 celsius, time 8 hour. The product is C(C)OC(=O)C1=C(N=C(S1)C1=C(C=C(C=C1)O)C)C(C)C (2-(4-Hydroxy-2-methyl-phenyl)-4-isopropyl-thiazole-5-carboxylic acid ethyl ester). Yield: 79.7%. As a reaction SMILES: [CH2:1]([O:3][C:4]([C:6]1[S:10][C:9](Br)=[N:8][C:7]=1[CH:12]([CH3:14])[CH3:13])=[O:5])[CH3:2].[CH3:15][C:16]1[CH:17]=[C:18]([OH:31])[CH:19]=[CH:20][C:21]=1B1OC(C)(C)C(C)(C)O1.C([O-])([O-])=O.[K+].[K+]>O1CCOCC1.O>[CH2:1]([O:3][C:4]([C:6]1[S:10][C:9]([C:21]2[CH:20]=[CH:19][C:18]([OH:31])=[CH:17][C:16]=2[CH3:15])=[N:8][C:7]=1[CH:12]([CH3:14])[CH3:13])=[O:5])[CH3:2] |f:2.3.4,5.6|. Reported procedure: To a solution of 2-bromo-4-isopropyl-thiazole-5-carboxylic acid ethyl ester (834 mg, 3 mmol), 3-methyl-4-(4,4,5,5-tetramethyl-[1,3,2]dioxaborolan-2-yl)-phenol (1.4 g, 6 mmol) and K2CO3 (828 mg, 6 mmol) in 1,4-dioxane/H2O (30 mL/5 mL) is bubbled nitrogen gas for 10 minutes. To this solution is added tetrakistriphenylphosphine palladium (173 mg, 0.15 mmol). The reaction mixture is stirred at 100° C. overnight. The reaction mixture is concentrated under reduced pressure and the residue is partition... Reactants: [OH-].[Na+] (NaOH), C(CCCO)O (1,4-butanediol), C(Cl)C1CO1 (epichlorohydrin), aqueous solution, [OH-].[Na+] (NaOH). Reagents/catalysts: catalyst A. Solvent: C1(=CC=CC=C1)C (toluene). Reaction conditions: temperature 100 celsius, time 30 minute. Product: C(C1CO1)OCC1CO1 (diglycidyl ether). Yield: 101.0%. RXN SMILES: C(O)[CH2:2][CH2:3][CH2:4][OH:5].[CH2:7]([CH:9]1[O:11][CH2:10]1)Cl.[OH-:12].[Na+]>C1(C)C=CC=CC=1>[CH2:7]([O:5][CH2:4][CH:3]1[O:12][CH2:2]1)[CH:9]1[O:11][CH2:10]1 |f:2.3|. Reported procedure: A 750 ml sulfonation flask equipped with thermometer, reflux condenser, N2 inlet and metering device, is charged with 90.12 g (1.0 mol) of 1,4-butanediol and 1.66 g of catalyst A and the reaction mixture is heated to 100° C. With efficient stirring, 160.7 ml (2.05 mol) of epichlorohydrin are added over 1 h and the mixture is allowed to react for 1 h. Afterwards the reaction mixture is cooled to 50° C., 200 ml of toluene are added and to the solution are added 16 g (0.2 mol) of a 50% aqueous solu... Starting materials: O=C([O-])[O-], CCN(C(C)C)C(C)C, O=C1c2c(-c3ccccc3F)noc2CCC1CCCCl, Fc1ccc(N2CCNCC2)cc1, [I-], [K+], [K+], [K+], CN(C)C=O. Product: O=C1c2c(-c3ccccc3F)noc2CCC1CCCN1CCN(c2ccc(F)cc2)CC1. As a reaction SMILES: [C:22](=[O:23])([O-:24])[O-:25].[CH:28]([N:29]([CH:30]([CH3:31])[CH3:32])[CH2:33][CH3:34])([CH3:35])[CH3:36].[Cl:1][CH2:2][CH2:3][CH2:4][CH:5]1[CH2:6][CH2:7][c:8]2[c:9]([c:10](-[c:13]3[c:14]([F:19])[cH:15][cH:16][cH:17][cH:18]3)[n:11][o:12]2)[C:20]1=[O:21].[F:37][c:38]1[cH:39][cH:40][c:41]([N:44]2[CH2:45][CH2:46][NH:47][CH2:48][CH2:49]2)[cH:42][cH:43]1.[I-:51].[K+:26].[K+:27].[K+:50].[O:52]=[CH:53][N:54]([CH3:55])[CH3:56]>>[CH2:2]([CH2:3][CH2:4][CH:5]1[CH2:6][CH2:7][c:8]2[c:9]([c:10](-[c:13]3[c:14]([F:19])[cH:15][cH:16][cH:17][cH:18]3)[n:11][o:12]2)[C:20]1=[O:21])[N:47]1[CH2:46][CH2:45][N:44]([c:41]2[cH:40][cH:39][c:38]([F:37])[cH:43][cH:42]2)[CH2:49][CH2:48]1. The reactants are BrB(Br)Br, CC1(C)OC(c2ccc(C#N)cc2)=C(c2ccc(OCc3ccccc3)cc2)C1=O, ClCCl. Yields the product CC1(C)OC(c2ccc(C#N)cc2)=C(c2ccc(O)cc2)C1=O. RXN SMILES: [B:1]([Br:2])([Br:3])[Br:4].[CH2:5]([c:6]1[cH:7][cH:8][cH:9][cH:10][cH:11]1)[O:12][c:13]1[cH:14][cH:15][c:16]([C:19]2=[C:20]([c:27]3[cH:28][cH:29][c:30]([C:31]#[N:32])[cH:33][cH:34]3)[O:21][C:22]([CH3:25])([CH3:26])[C:23]2=[O:24])[cH:17][cH:18]1.[Cl:35][CH2:36][Cl:37]>>[OH:12][c:13]1[cH:14][cH:15][c:16]([C:19]2=[C:20]([c:27]3[cH:28][cH:29][c:30]([C:31]#[N:32])[cH:33][cH:34]3)[O:21][C:22]([CH3:25])([CH3:26])[C:23]2=[O:24])[cH:17][cH:18]1. Reactants: O=C([O-])[O-], Clc1nc2c(-c3nnc[nH]3)cccc2c2cnccc12, [Cs+], [Cs+], C1COCCO1, O, OB(O)c1ccccc1. Yields the product c1ccc(-c2nc3c(-c4nnc[nH]4)cccc3c3cnccc23)cc1. Reaction SMILES: [C:21](=[O:22])([O-:23])[O-:24].[Cl:1][c:2]1[n:3][c:4]2[c:5]([c:6]3[cH:7][n:8][cH:9][cH:10][c:11]13)[cH:12][cH:13][cH:14][c:15]2-[c:16]1[n:17][n:18][cH:19][nH:20]1.[Cs+:25].[Cs+:26].[O:37]1[CH2:38][CH2:39][O:40][CH2:41][CH2:42]1.[OH2:36].[OH:27][B:28]([OH:29])[c:30]1[cH:31][cH:32][cH:33][cH:34][cH:35]1>>[c:2]1(-[c:30]2[cH:31][cH:32][cH:33][cH:34][cH:35]2)[n:3][c:4]2[c:5]([c:6]3[cH:7][n:8][cH:9][cH:10][c:11]13)[cH:12][cH:13][cH:14][c:15]2-[c:16]1[n:17][n:18][cH:19][nH:20]1. The solvent is O1CCCC1 (tetrahydrofuran), O1CCCC1 (tetrahydrofuran). Conditions: time 1 hour. Yield: 76.0%. As a reaction SMILES: [CH3:1][C:2]1[C:6]2[CH:7]=[C:8]([CH3:11])[CH:9]=[CH:10][C:5]=2[O:4][C:3]=1[CH:12]=[O:13].[CH:14]1([Mg]Br)[CH2:19][CH2:18][CH2:17][CH2:16][CH2:15]1.[Cl-].[NH4+]>O1CCCC1>[CH:14]1([CH:12]([C:3]2[O:4][C:5]3[CH:10]=[CH:9][C:8]([CH3:11])=[CH:7][C:6]=3[C:2]=2[CH3:1])[OH:13])[CH2:19][CH2:18][CH2:17][CH2:16][CH2:15]1 |f:2.3|. Starting materials: [Cl-].[NH4+] (ammonium chloride), CC1=C(OC2=C1C=C(C=C2)C)C=O (3,5-dimethyl-1-benzofuran-2-carbaldehyde), solution, C1(CCCCC1)[Mg]Br (cyclohexylmagnesium bromide). Product: C1(CCCCC1)C(O)C=1OC2=C(C1C)C=C(C=C2)C (cyclohexyl(3,5-dimethyl-1-benzofuran-2-yl)methanol). Reported procedure: To a solution (20 mL) of 3,5-dimethyl-1-benzofuran-2-carbaldehyde (1.00 g) synthesized above in tetrahydrofuran was added a 1.0M solution (8.61 mL) of cyclohexylmagnesium bromide in tetrahydrofuran at 0° C., and the mixture was stirred for 1 hr. Saturated aqueous ammonium chloride solution was added to quench the reaction, tetrahydrofuran was evaporated in an evaporator, and the residue was extracted with ethyl acetate. The extract was washed with saturated brine, dried over magnesium sulfate, a...